This data is from the Open Reaction Database (ORD), a public repository of structured organic reaction records. The task is: describe an organic reaction: reactants, conditions, products, and yield Reactants: ClC=1C=C(C=C(C1)Cl)C1=NN(C(=C1)C=1C=NC2=CC=CC=C2C1)[C@@H](C)C1=CC=C(C(=O)NCCC(=O)OC(C)(C)C)C=C1 (tert-butyl N-(4-{(1S)-1-[3-(3,5-dichlorophenyl)-5-quinolin-3-yl-1H-pyrazol-1-yl]ethyl}benzoyl)-β-alaninate), C(=O)(C(F)(F)F)O (TFA). The solvent is C(Cl)Cl (CH2Cl2). Reaction conditions: time 30 minute. Product: ClC=1C=C(C=C(C1)Cl)C1=NN(C(=C1)C=1C=NC2=CC=CC=C2C1)[C@@H](C)C1=CC=C(C(=O)NCCC(=O)O)C=C1 (N-(4-{(1S)-1-[3-(3,5-dichlorophenyl)-5-quinolin-3-yl-1H-pyrazol-1-yl]ethyl}benzoyl)-β-alanine). Reaction SMILES: [Cl:1][C:2]1[CH:3]=[C:4]([C:9]2[CH:13]=[C:12]([C:14]3[CH:15]=[N:16][C:17]4[C:22]([CH:23]=3)=[CH:21][CH:20]=[CH:19][CH:18]=4)[N:11]([C@H:24]([C:26]3[CH:43]=[CH:42][C:29]([C:30]([NH:32][CH2:33][CH2:34][C:35]([O:37]C(C)(C)C)=[O:36])=[O:31])=[CH:28][CH:27]=3)[CH3:25])[N:10]=2)[CH:5]=[C:6]([Cl:8])[CH:7]=1.C(O)(C(F)(F)F)=O>C(Cl)Cl>[Cl:8][C:6]1[CH:5]=[C:4]([C:9]2[CH:13]=[C:12]([C:14]3[CH:15]=[N:16][C:17]4[C:22]([CH:23]=3)=[CH:21][CH:20]=[CH:19][CH:18]=4)[N:11]([C@H:24]([C:26]3[CH:27]=[CH:28][C:29]([C:30]([NH:32][CH2:33][CH2:34][C:35]([OH:37])=[O:36])=[O:31])=[CH:42][CH:43]=3)[CH3:25])[N:10]=2)[CH:3]=[C:2]([Cl:1])[CH:7]=1. Procedure details: To a solution of the intermediate from step F (128 mg) in CH2Cl2(2 mL) was added TFA (2 mL). After the reaction was stirred at room temperature for 30 minutes, it was concentrated in vacuo and azeotroped with toluene (3×). The resulting light yellow solid was dissolved in 1,4-dioxane and lyophilized overnight to afford the title compound as a white solid. 1H NMR (CD3OD, 500 MHz) 8.82 (d, J=1.8 Hz, 1H), 8.42 (s, 1H), 8.12 (d, J=8.5 Hz, 1H), 7.99 (d, J=8.0 Hz, 1H), 7.93 (t, J=7.3 Hz, 1H), 7.90 (d,...